Dataset: the Open Reaction Database (ORD), a public repository of structured organic reaction records. Task: describe an organic reaction: reactants, conditions, products, and yield Reactants: ClC=1C=CC2=C(C(=NCC(=N2)C(=NOC)[N+](=O)[O-])C2=C(C=CC=C2)F)C1 (7-chloro-5-(2-fluorophenyl)-N-methoxy-α-nitro-3H-1,4-benzodiazepine-2-methanimine), CN (methylamine). Run in C(C)O (ethanol). Product: ClC=1C=CC2=C(C(=NCC(=N2)C(NC)=NOC)C2=C(C=CC=C2)F)C1 (7-Chloro-5-(2-fluorophenyl)-N-methyl-N'-methoxy-3H-1,4-benzodiazepine-2-carboximidamide). Reaction SMILES: [Cl:1][C:2]1[CH:3]=[CH:4][C:5]2[N:11]=[C:10]([C:12]([N+:16]([O-])=O)=[N:13][O:14][CH3:15])[CH2:9][N:8]=[C:7]([C:19]3[CH:24]=[CH:23][CH:22]=[CH:21][C:20]=3[F:25])[C:6]=2[CH:26]=1.[CH3:27]N>C(O)C>[Cl:1][C:2]1[CH:3]=[CH:4][C:5]2[N:11]=[C:10]([C:12](=[N:13][O:14][CH3:15])[NH:16][CH3:27])[CH2:9][N:8]=[C:7]([C:19]3[CH:24]=[CH:23][CH:22]=[CH:21][C:20]=3[F:25])[C:6]=2[CH:26]=1. Reported procedure: Reaction of 0.5 g of 7-chloro-5-(2-fluorophenyl)-N-methoxy-α-nitro-3H-1,4-benzodiazepine-2-methanimine with methylamine in ethanol (20% v/v) gave the same workup and purification procedure colorless product, crystallized from ether/hexane; mp 140°-142° C.